The task is: describe an organic reaction: reactants, conditions, products, and yield. This data is from the Open Reaction Database (ORD), a public repository of structured organic reaction records. Starting materials: BrCC(=O)C1=CC2=CC=CC=C2C=C1 (2-bromo-2′-acetonaphtone), [Na+].OC(CCC(=O)[O-])CCCCCCC (4-hydroxy-undecanoic acid sodium salt). Reagents/catalysts: [Br-].C(CCC)[N+](CCCC)(CCCC)CCCC (tetrabutylammonium bromide). The solvent is CN(C=O)C (dimethylformamide), CCOCC (ether). Run at temperature 50 celsius, time 6 hour. The product is C1=C(C=CC2=CC=CC=C12)C(COC(CCC(CCCCCCC)O)=O)=O (4-Hydroxy-undecanoic acid-2-naphthalen-2-yl-2-oxo-ethyl ester). Isolated yield 26.6%. As a reaction SMILES: Br[CH2:2][C:3]([C:5]1[CH:14]=[CH:13][C:12]2[C:7](=[CH:8][CH:9]=[CH:10][CH:11]=2)[CH:6]=1)=[O:4].[Na+].[OH:16][CH:17]([CH2:23][CH2:24][CH2:25][CH2:26][CH2:27][CH2:28][CH3:29])[CH2:18][CH2:19][C:20]([O-:22])=[O:21]>[Br-].C([N+](CCCC)(CCCC)CCCC)CCC.CN(C)C=O.CCOCC>[CH:6]1[C:7]2[C:12](=[CH:11][CH:10]=[CH:9][CH:8]=2)[CH:13]=[CH:14][C:5]=1[C:3](=[O:4])[CH2:2][O:22][C:20](=[O:21])[CH2:19][CH2:18][CH:17]([OH:16])[CH2:23][CH2:24][CH2:25][CH2:26][CH2:27][CH2:28][CH3:29] |f:1.2,3.4|. Reported procedure: A suspension of 20.00 g of 2-bromo-2′-acetonaphtone, 18.01 g of 4-hydroxy-undecanoic acid sodium salt, and 0.5 g of tetrabutylammonium bromide in 180 ml of dimethylformamide was stirred for 6 hours at 50° C. Then, the reaction mixture was diluted with ether and washed with water, 2N HCl, saturated sodium bicarbonate, and brine. Then, the mixture was dried, filtered, and evaporated to dryness. The resulting solid was purified by recrystallization to yield 7.92 g of colorless crystals.